From a dataset of the Open Reaction Database (ORD), a public repository of structured organic reaction records. describe an organic reaction: reactants, conditions, products, and yield Procedure: 1.7 g of the product of Stage A were dissolved in 50 ml of acetone and 0.79 g of K2CO3 and 0.45 ml of valeryl chloride were added. The mixture was stirred for 6 hours at ambient temperature and the insoluble part was filtered. The filtrate was evaporated to dryness, which after purification by chromatography (eluant: dichloromethane-ethyl acetate 4-1) yielded 295 mg of the expected product with a Rf (SiO2, dichloromethane ethyl acetate 4-1)=0.30. Run at time 6 hour. Solvent: CC(=O)C (acetone). Reactants: C(=O)([O-])[O-].[K+].[K+] (K2CO3), C(CCCC)(=O)Cl (valeryl chloride), C(#N)C(C(=O)OCC)NCC1=CC=C(C=C1)C1=C(C=CC=C1)S(=O)(=O)NC(=O)NCCC (ethyl cyano-[[[2'-[[[(propylamino)-carbonyl]-amino]-sulfonyl]-(1,1'-biphenyl)-4-yl]-methyl]-amino]-acetate). As a reaction SMILES: [C:1]([CH:3]([NH:9][CH2:10][C:11]1[CH:16]=[CH:15][C:14]([C:17]2[CH:22]=[CH:21][CH:20]=[CH:19][C:18]=2[S:23]([NH:26][C:27]([NH:29][CH2:30][CH2:31][CH3:32])=[O:28])(=[O:25])=[O:24])=[CH:13][CH:12]=1)[C:4]([O:6][CH2:7][CH3:8])=[O:5])#[N:2].C([O-])([O-])=O.[K+].[K+].[C:39](Cl)(=[O:44])[CH2:40][CH2:41][CH2:42][CH3:43]>CC(C)=O>[C:1]([CH:3]([N:9]([CH2:10][C:11]1[CH:12]=[CH:13][C:14]([C:17]2[CH:22]=[CH:21][CH:20]=[CH:19][C:18]=2[S:23]([NH:26][C:27]([NH:29][CH2:30][CH2:31][CH3:32])=[O:28])(=[O:25])=[O:24])=[CH:15][CH:16]=1)[C:39](=[O:44])[CH2:40][CH2:41][CH2:42][CH3:43])[C:4]([O:6][CH2:7][CH3:8])=[O:5])#[N:2] |f:1.2.3|. The product is C(#N)C(C(=O)OCC)N(C(CCCC)=O)CC1=CC=C(C=C1)C1=C(C=CC=C1)S(=O)(=O)NC(=O)NCCC (ethyl cyano-[[[2'-[[[(propylamino)-carbonyl]-amino]-sulfonyl]-(1,1'-biphenyl)-4-yl]-methyl]-(1-oxopentyl)-amino]-acetate). Reactants: BrC1=CN(C2=NC(=CC=C21)F)CC (3-Bromo-1-ethyl-6-fluoro-1H-pyrrolo[2,3-b]pyridine), P(=O)([O-])([O-])[O-].[K+].[K+].[K+] (potassium phosphate), O=C1CN(CCN1)C(=O)OC(C)(C)C (tert-butyl 3-oxopiperazine-1-carboxylate), CNCCNC (N,N′-dimethylethane-1,2-diamine). The reagents and catalysts are [Cu]I (copper(I) iodide). Run in O1CCOCC1 (1,4-dioxane). Product: C(C)N1C=C(C=2C1=NC(=CC2)F)N2C(CN(CC2)C(=O)OC(C)(C)C)=O (tert-butyl 4-(1-ethyl-6-fluoro-1H-pyrrolo[2,3-b]pyridin-3-yl)-3-oxopiperazine-1-carboxylate). Yield: 103.4%. As a reaction SMILES: Br[C:2]1[C:10]2[C:5](=[N:6][C:7]([F:11])=[CH:8][CH:9]=2)[N:4]([CH2:12][CH3:13])[CH:3]=1.[O:14]=[C:15]1[NH:20][CH2:19][CH2:18][N:17]([C:21]([O:23][C:24]([CH3:27])([CH3:26])[CH3:25])=[O:22])[CH2:16]1.CNCCNC.P([O-])([O-])([O-])=O.[K+].[K+].[K+]>[Cu]I.O1CCOCC1>[CH2:12]([N:4]1[C:5]2=[N:6][C:7]([F:11])=[CH:8][CH:9]=[C:10]2[C:2]([N:20]2[CH2:19][CH2:18][N:17]([C:21]([O:23][C:24]([CH3:26])([CH3:25])[CH3:27])=[O:22])[CH2:16][C:15]2=[O:14])=[CH:3]1)[CH3:13] |f:3.4.5.6|. Reported procedure: 3-Bromo-1-ethyl-6-fluoro-1H-pyrrolo[2,3-b]pyridine (13.00 g, 53.48 mmol), tert-butyl 3-oxopiperazine-1-carboxylate (11.78 g, 58.83 mmol), N,N′-dimethylethane-1,2-diamine (2.36 mL, 21.93 mmol), copper(I) iodide (2.24 g, 11.77 mmol), potassium phosphate (tribasic, n-hydrate) (12.49 g, 58.83 mmol), and 1,4-dioxane (250 mL) are combined under a nitrogen atmosphere with stirring and heated to reflux overnight. The reaction is cooled, poured onto brine (ca. 500 mL) and the product extracted with CHCl3... The reactants are compound 91, Cl.ClCC1=C(N=C2N1C=C(C=C2)C)C2=CC=C(C=C2)C (3-(chloromethyl)-6-methyl-2-p-tolylimidazo[1,2-a]pyridine hydrochloride), N1C(N=CC=C1)=S (pyrimidine-2(1H)-thione). Yields the product CC=1C=CC=2N(C1)C(=C(N2)C2=CC=C(C=C2)C)CN2C(N=CC=C2)=S (1-(6-Methyl-2-p-tolyl-imidazo[1,2-a]pyridin-3-ylmethyl)-1H-pyrimidine-2-thione). Reaction SMILES: Cl.Cl[CH2:3][C:4]1[N:8]2[CH:9]=[C:10]([CH3:13])[CH:11]=[CH:12][C:7]2=[N:6][C:5]=1[C:14]1[CH:19]=[CH:18][C:17]([CH3:20])=[CH:16][CH:15]=1.[NH:21]1[CH:26]=[CH:25][CH:24]=[N:23][C:22]1=[S:27]>>[CH3:13][C:10]1[CH:11]=[CH:12][C:7]2[N:8]([C:4]([CH2:3][N:23]3[CH:24]=[CH:25][CH:26]=[N:21][C:22]3=[S:27])=[C:5]([C:14]3[CH:19]=[CH:18][C:17]([CH3:20])=[CH:16][CH:15]=3)[N:6]=2)[CH:9]=1 |f:0.1|. Procedure: The title compound was prepared according to Method B and the experimentals described for compound 91 from 3-(chloromethyl)-6-methyl-2-p-tolylimidazo[1,2-a]pyridine hydrochloride and pyrimidine-2(1H)-thione. m/e+ 367 for C20H19N4S [M+H]+; 1H-NMR (300 MHz, CDCl3) δ 8.54 (d, J=4.8 Hz, 2H), 7.94 (d, J=4.8 Hz, 1H), 7.74 (m, 2H), 7.56 (d, J=9.0 Hz, 1H), 7.27 (dd, J=4.2, 7.8 Hz, 2H), 7.05 (m, 2H), 4.94 (s, 2H), 2.40 (s, 3H), 2.33 (s, 3H) ppm. Starting materials: C(C)(C)(C)OC(=O)N1C=CC2=CC=C(C=C12)COC1=CC=C(C=C1)C1=C(C=C(C(=C1)F)F)OC (6-(4′,5′-difluoro-2′-methoxy-biphenyl-4-yloxymethyl)-indole-1-carboxylic acid tert-butyl ester), FC1=CC(=C(C=C1F)C1=CC=C(C=C1)O)OC (4′,5′-difluoro-2′-methoxy-biphenyl-4-ol), C(C)(C)(C)OC(=O)N1C=CC2=C(C=CC=C12)CO (4-hydroxymethyl-indole-1-carboxylic acid tert-butyl ester). Product: C(C)(C)(C)OC(=O)N1C=CC2=C(C=CC=C12)COC1=CC=C(C=C1)C1=C(C=C(C(=C1)F)F)OC (4-(4′,5′-difluoro-2′-methoxy-biphenyl-4-yloxymethyl)-indole-1-carboxylic acid tert-butyl ester), product. Yield: 70.0%. RXN SMILES: C(OC(N1C2C(=CC=C([CH2:17][O:18][C:19]3[CH:24]=[CH:23][C:22]([C:25]4[CH:30]=[C:29]([F:31])[C:28]([F:32])=[CH:27][C:26]=4[O:33][CH3:34])=[CH:21][CH:20]=3)C=2)C=C1)=O)(C)(C)C.[C:35]([O:39][C:40]([N:42]1[C:50]2[C:45](=[C:46](CO)[CH:47]=[CH:48][CH:49]=2)[CH:44]=[CH:43]1)=[O:41])([CH3:38])([CH3:37])[CH3:36].FC1C(F)=CC(C2C=CC(O)=CC=2)=C(OC)C=1>>[C:35]([O:39][C:40]([N:42]1[C:50]2[C:45](=[C:46]([CH2:17][O:18][C:19]3[CH:24]=[CH:23][C:22]([C:25]4[CH:30]=[C:29]([F:31])[C:28]([F:32])=[CH:27][C:26]=4[O:33][CH3:34])=[CH:21][CH:20]=3)[CH:47]=[CH:48][CH:49]=2)[CH:44]=[CH:43]1)=[O:41])([CH3:38])([CH3:36])[CH3:37]. Procedure details: 4-(4′,5′-difluoro-2′-methoxy-biphenyl-4-yloxymethyl)-indole-1-carboxylic acid tert-butyl ester was synthesized by a procedure similar to 6-(4′,5′-difluoro-2′-methoxy-biphenyl-4-yloxymethyl)-indole-1-carboxylic acid tert-butyl ester from starting materials 4-hydroxymethyl-indole-1-carboxylic acid tert-butyl ester and 4′,5′-difluoro-2′-methoxy-biphenyl-4-ol to yield the product as a white solid (880 mg, 70%). LC-MS (ES) calculated for C27H25F2NO2, 465.2; found m/z 466 [M+H]+. Starting materials: CC(=O)N1CCC(N)CC1, CCN(C(C)C)C(C)C, ClCCl, Cl, O=C(Cl)c1ccc(F)cc1. Product: CC(=O)N1CCC(NC(=O)c2ccc(F)cc2)CC1. RXN SMILES: [C:2]([CH3:3])(=[O:4])[N:5]1[CH2:6][CH2:7][CH:8]([NH2:11])[CH2:9][CH2:10]1.[CH:12]([N:13]([CH:14]([CH3:15])[CH3:16])[CH2:17][CH3:18])([CH3:19])[CH3:20].[Cl:31][CH2:32][Cl:33].[ClH:1].[F:21][c:22]1[cH:23][cH:24][c:25]([C:26](=[O:27])[Cl:28])[cH:29][cH:30]1>>[C:2]([CH3:3])(=[O:4])[N:5]1[CH2:6][CH2:7][CH:8]([NH:11][C:26]([c:25]2[cH:24][cH:23][c:22]([F:21])[cH:30][cH:29]2)=[O:27])[CH2:9][CH2:10]1.